Dataset: the Open Reaction Database (ORD), a public repository of structured organic reaction records. Task: describe an organic reaction: reactants, conditions, products, and yield The reactants are [Cl-].[NH4+] (ammonium chloride), C(C)O (ethanol), BrC=1C=NC2=C(C=CC=C2C1)NC(C1=C(C=CC=C1)[N+](=O)[O-])=O (3-bromo-8-(2-nitrobenzoylamino)quinoline). Reagents/catalysts: [Fe] (iron). Solvent: O (water). Conditions: temperature 50 celsius. Product: NC1=C(C(=O)NC=2C=CC=C3C=C(C=NC23)Br)C=CC=C1 (8-(2-aminobenzoylamino)-3-bromoquinoline). Yield: 86.6%. Reaction SMILES: [Cl-].[NH4+].C(O)C.[Br:6][C:7]1[CH:8]=[N:9][C:10]2[C:15]([CH:16]=1)=[CH:14][CH:13]=[CH:12][C:11]=2[NH:17][C:18](=[O:28])[C:19]1[CH:24]=[CH:23][CH:22]=[CH:21][C:20]=1[N+:25]([O-])=O>O.[Fe]>[NH2:25][C:20]1[CH:21]=[CH:22][CH:23]=[CH:24][C:19]=1[C:18]([NH:17][C:11]1[CH:12]=[CH:13][CH:14]=[C:15]2[C:10]=1[N:9]=[CH:8][C:7]([Br:6])=[CH:16]2)=[O:28] |f:0.1|. Procedure details: To a solution of ammonium chloride (50.9 mg) in water (2 ml) was added ethanol (10 ml), and the mixture was stirred at 50° C. To the mixture were added 3-bromo-8-(2-nitrobenzoylamino)quinoline (590 mg) and iron (531 mg), and the mixture was refluxed for 1 hour. After filtration, the filtrate was concentrated in vacuo, and the residue was suspended in hot 80% ethanol and allowed to cool to ambient temperature. The resulting precipitates were collected by filtration to give 8-(2-aminobenzoylamino)... Reactants: C(C)OC(CCCN1C(C=2N(C=3C=C(SC3C2)C2=CC=C(C=C2)[N+](=O)[O-])C1=S)=O)=O (4-[2-(4-nitro-phenyl)-6-oxo-4-thioxo-6H-1-thia-3b,5-diaza-cyclopenta[a]pentalen-5-yl]-butyric acid ethyl ester), CCCCCC (hexane). The solvent is C(C)(=O)OCC (ethyl acetate), C(=O)(C(F)(F)F)O (TFA), O (water). Reaction conditions: temperature 70 celsius, time 1 hour. Product: [N+](=O)([O-])C1=CC=C(C=C1)C=1SC=2C=C3N(C2C1)C(N(C3=O)CCCC(=O)O)=S (4-[2-(4-Nitro-phenyl)-6-oxo-4-thioxo-6H-1-thia-3b,5-diaza-cyclopenta[a]pentalen-5-yl]-butyric acid). The yield is 52.3%. As a reaction SMILES: C([O:3][C:4](=[O:30])[CH2:5][CH2:6][CH2:7][N:8]1[C:27](=[S:28])[N:11]2[C:12]3[CH:13]=[C:14]([C:18]4[CH:23]=[CH:22][C:21]([N+:24]([O-:26])=[O:25])=[CH:20][CH:19]=4)[S:15][C:16]=3[CH:17]=[C:10]2[C:9]1=[O:29])C.CCCCCC>C(O)(C(F)(F)F)=O.O.C(OCC)(=O)C>[N+:24]([C:21]1[CH:22]=[CH:23][C:18]([C:14]2[S:15][C:16]3[CH:17]=[C:10]4[C:9](=[O:29])[N:8]([CH2:7][CH2:6][CH2:5][C:4]([OH:30])=[O:3])[C:27](=[S:28])[N:11]4[C:12]=3[CH:13]=2)=[CH:19][CH:20]=1)([O-:26])=[O:25]. Reported procedure: Compound 31 (20 mg, 0.046 mmol) was dissolved in a mixture of TFA and water (4:1, 2 ml) and the resulting solution was heated at 70° C. for 5 hours, while monitoring the reaction progress by TLC using a 6:4 hexane:ethyl acetate mixture as eluent. The mixture was cooled to room temperature and left intact for one hour. The formed precipitate was thereafter filtered and washed with small portions of ethanol. The crude residue was recrystallized from ethanol to give pure Compound 32 (10 mg, 56% yie... Procedure: The title compound was prepared in analogy to the procedure described for step E2 but using intermediate B and 2-methoxy-5-methylaniline. After completion, the reaction mixture was extracted with HCl and washed with a saturated NaHCO3 solution. The organic was dried (Na2SO4), filtered and concentrated. The product was used without further purification. tR: 1.40 min (LC-MS 2); ESI-MS: 520.1/522.1 [M+H]+ (LC-MS 2). Starting materials: C(C)OC(=O)C=1N=C(N(C1C(O)C1=CC=C(C=C1)Cl)C(C)C)Br (2-bromo-5-[(4-chlorophenyl)-hydroxy-methyl]-1-isopropyl-1H-imidazole-4-carboxylic acid ethyl ester), COC1=C(N)C=C(C=C1)C (2-methoxy-5-methylaniline). Reaction SMILES: [CH2:1]([O:3][C:4]([C:6]1[N:7]=[C:8]([Br:23])[N:9]([CH:20]([CH3:22])[CH3:21])[C:10]=1[CH:11]([C:13]1[CH:18]=[CH:17][C:16]([Cl:19])=[CH:15][CH:14]=1)O)=[O:5])[CH3:2].[CH3:24][O:25][C:26]1[CH:32]=[CH:31][C:30]([CH3:33])=[CH:29][C:27]=1[NH2:28]>>[CH2:1]([O:3][C:4]([C:6]1[N:7]=[C:8]([Br:23])[N:9]([CH:20]([CH3:22])[CH3:21])[C:10]=1[CH:11]([C:13]1[CH:18]=[CH:17][C:16]([Cl:19])=[CH:15][CH:14]=1)[NH:28][C:27]1[CH:29]=[C:30]([CH3:33])[CH:31]=[CH:32][C:26]=1[O:25][CH3:24])=[O:5])[CH3:2]. The product is C(C)OC(=O)C=1N=C(N(C1C(NC1=C(C=CC(=C1)C)OC)C1=CC=C(C=C1)Cl)C(C)C)Br (2-Bromo-5-[(4-chloro-phenyl)-(2-methoxy-5-methyl-phenylamino)-methyl]-1-isopropyl-1H-imidazole-4-carboxylic acid ethyl ester). Starting materials: C(C1=CC=CC=C1)NC1CCCC2=C(C1)C=C(C=C2)OC(C(=O)O)(C)C (2-(8-benzylamino-6,7,8,9-tetrahydro-5H-benzocyclohepten-2-yloxy)-2-methylpropionic acid), S(=O)(Cl)Cl (Thionyl chloride), C(C)O (ethanol), C(O)([O-])=O.[Na+] (sodium hydrogen carbonate). Conditions: temperature -10 celsius. The product is C(C1=CC=CC=C1)NC1CCCC2=C(C1)C=C(C=C2)OC(C(=O)OCC)(C)C (ethyl 2-(8-benzylamino-6,7,8,9-tetrahydro-5H-benzocyclohepten-2-yloxy)-2-methylpropionate). Reaction SMILES: S(Cl)(Cl)=O.[CH2:5]([NH:12][CH:13]1[CH2:19][C:18]2[CH:20]=[C:21]([O:24][C:25]([CH3:30])([CH3:29])[C:26]([OH:28])=[O:27])[CH:22]=[CH:23][C:17]=2[CH2:16][CH2:15][CH2:14]1)[C:6]1[CH:11]=[CH:10][CH:9]=[CH:8][CH:7]=1.C(=O)([O-])O.[Na+].[CH2:36](O)[CH3:37]>>[CH2:5]([NH:12][CH:13]1[CH2:19][C:18]2[CH:20]=[C:21]([O:24][C:25]([CH3:30])([CH3:29])[C:26]([O:28][CH2:36][CH3:37])=[O:27])[CH:22]=[CH:23][C:17]=2[CH2:16][CH2:15][CH2:14]1)[C:6]1[CH:7]=[CH:8][CH:9]=[CH:10][CH:11]=1 |f:2.3|. Procedure details: Thionyl chloride (0.2 ml) was added dropwise to ethanol (5 ml) with stirring at -10° C. After stirring for ten minutes, 2-(8-benzylamino-6,7,8,9-tetrahydro-5H-benzocyclohepten-2-yloxy)-2-methylpropionic acid (0.49 g) was added portionwise to the mixture. The reaction mixture was stirred at ambient temperature for 1 hour and then refluxed for 3 hours. After cooling, the mixture was poured into an aqueous solution of sodium hydrogen carbonate, and extracted with ethyl acetate. The extract was wash... The reactants are C(C)(C)C1=C(NC(NC1=O)=O)OC=1C=C(C=O)C=C(C1)C (3-(5-isopropyl-2,6-dioxo-1,2,3,6-tetrahydro-pyrimidin-4-yloxy)-5-methyl-benzaldehyde), C(#N)CP(OCC)(OCC)=O (diethyl cyanomethyl-phosphonate), CC(C)([O-])C.[K+] (potassium t-butoxide). Solvent: CC(OCC)=O (EA), C1CCOC1 (THF). Conditions: time 1 hour. Yields the product C(C)(C)C1=C(NC(NC1=O)=O)OC=1C=C(C=C(C1)C)C=CC#N (3-[3-(5-Isopropyl-2,6-dioxo-1,2,3,6-tetrahydro-pyrimidin-4-yloxy)-5-methyl-phenyl]-acrylonitrile). The yield is 40.0%. Reaction SMILES: [CH:1]([C:4]1[C:9](=[O:10])[NH:8][C:7](=[O:11])[NH:6][C:5]=1[O:12][C:13]1[CH:14]=[C:15]([CH:18]=[C:19]([CH3:21])[CH:20]=1)[CH:16]=O)([CH3:3])[CH3:2].[C:22]([CH2:24]P(=O)(OCC)OCC)#[N:23].CC(C)([O-])C.[K+]>C1COCC1.CC(=O)OCC>[CH:1]([C:4]1[C:9](=[O:10])[NH:8][C:7](=[O:11])[NH:6][C:5]=1[O:12][C:13]1[CH:14]=[C:15]([CH:16]=[CH:24][C:22]#[N:23])[CH:18]=[C:19]([CH3:21])[CH:20]=1)([CH3:3])[CH3:2] |f:2.3|. Procedure: To a stirred mixture of 3-(5-isopropyl-2,6-dioxo-1,2,3,6-tetrahydro-pyrimidin-4-yloxy)-5-methyl-benzaldehyde (788 mg, 2.73 mmol) and diethyl cyanomethyl-phosphonate (451 μl, 2.79 mmol) in THF (15 ml) at 0° C. (ice bath) under nitrogen atmosphere, was added potassium t-butoxide (920 mg, 8.2 mmol). After stirring for 1 hr., the mixture was stirred for overnight at room temperature. The mixture was then diluted with EA, washed with aqueous saturated ammonium chloride solution, dried with anhydrous ... RXN SMILES: [C:1]([CH2:2][C:3](=[O:4])[O:5][CH2:6][CH3:7])(=[O:8])[O:9][CH2:10][CH3:11].[CH2:24]([OH:25])[CH3:26].[F:12][C:13]([c:14]1[c:15]([CH2:16][Br:17])[cH:18][cH:19][cH:20][cH:21]1)([F:22])[F:23]>>[C:1]([CH:2]([C:3](=[O:4])[O:5][CH2:6][CH3:7])[CH2:16][c:15]1[c:14]([C:13]([F:12])([F:22])[F:23])[cH:21][cH:20][cH:19][cH:18]1)(=[O:8])[O:9][CH2:10][CH3:11]. Starting materials: CCOC(=O)CC(=O)OCC, CCO, FC(F)(F)c1ccccc1CBr. Product: CCOC(=O)C(Cc1ccccc1C(F)(F)F)C(=O)OCC.